Dataset: the Open Reaction Database (ORD), a public repository of structured organic reaction records. Task: describe an organic reaction: reactants, conditions, products, and yield Reactants: CCOC(=O)c1cnc(Cl)nc1NCC1CCN(C(=O)OC(C)(C)C)C1, C1CCOC1, CCOC(C)=O, Cl, [Na+], [OH-], O. The product is CC(C)(C)OC(=O)N1CCC(CNc2nc(Cl)ncc2C(=O)O)C1. Reaction SMILES: [C:1]([CH3:2])([CH3:3])([CH3:4])[O:5][C:6](=[O:7])[N:8]1[CH2:9][CH:10]([CH2:13][NH:14][c:15]2[n:16][c:17]([Cl:26])[n:18][cH:19][c:20]2[C:21](=[O:22])[O:23][CH2:24][CH3:25])[CH2:11][CH2:12]1.[CH2:31]1[O:32][CH2:33][CH2:34][CH2:35]1.[CH3:36][CH2:37][O:38][C:39]([CH3:40])=[O:41].[ClH:29].[Na+:28].[OH-:27].[OH2:30]>>[C:1]([CH3:2])([CH3:3])([CH3:4])[O:5][C:6](=[O:7])[N:8]1[CH2:9][CH:10]([CH2:13][NH:14][c:15]2[n:16][c:17]([Cl:26])[n:18][cH:19][c:20]2[C:21](=[O:22])[OH:23])[CH2:11][CH2:12]1. Starting materials: [Br-], C[Si](C)(C)[N-][Si](C)(C)C, CC=O, O=[N+]([O-])c1ccc(F)c(C[P+](c2ccccc2)(c2ccccc2)c2ccccc2)c1, [Na+], C1COCCO1, O. The product is CC=Cc1cc([N+](=O)[O-])ccc1F. RXN SMILES: [Br-:11].[CH3:1][Si:2]([N-:3][Si:4]([CH3:5])([CH3:6])[CH3:7])([CH3:8])[CH3:9].[CH:42]([CH3:43])=[O:44].[F:12][c:13]1[c:14]([CH2:15][P+:16]([c:17]2[cH:18][cH:19][cH:20][cH:21][cH:22]2)([c:23]2[cH:24][cH:25][cH:26][cH:27][cH:28]2)[c:29]2[cH:30][cH:31][cH:32][cH:33][cH:34]2)[cH:35][c:36]([N+:39](=[O:40])[O-:41])[cH:37][cH:38]1.[Na+:10].[O:46]1[CH2:47][CH2:48][O:49][CH2:50][CH2:51]1.[OH2:45]>>[F:12][c:13]1[c:14]([CH:15]=[CH:42][CH3:43])[cH:35][c:36]([N+:39](=[O:40])[O-:41])[cH:37][cH:38]1. Starting materials: C[C@H]1[C@@H](C(CC=C1)(C)C)C(C=CC)=O (trans 1-(2,6,6-trimethyl-3-cyclohexen-1-yl)-2-buten-1-one), final mixture, B(F)(F)F (BF3), (AcOH)2, Ru(COD)(methallyl)2. Reaction conditions: temperature 130 celsius, time 60 minute. The product is CC1C(C(CC=C1)(C)C)C(C=CC)=O (1-(2,6,6-trimethyl-3-cyclohexen-1-yl)-2-buten-1-one). RXN SMILES: [CH3:1][C@@H:2]1[CH:7]=[CH:6][CH2:5][C:4]([CH3:9])([CH3:8])[C@H:3]1[C:10](=[O:14])[CH:11]=[CH:12][CH3:13].B(F)(F)F>>[CH3:1][CH:2]1[CH:7]=[CH:6][CH2:5][C:4]([CH3:8])([CH3:9])[CH:3]1[C:10](=[O:14])[CH:11]=[CH:12][CH3:13]. Reported procedure: To trans 1-(2,6,6-trimethyl-3-cyclohexen-1-yl)-2-buten-1-one (25 g; 130 mmol; trans:cis 98:2; purity≧99%) stirred under nitrogen at 20° C. was added BF3.(AcOH)2 (0.65 mmol) and [Ru(COD)(methallyl)2] (0.65 mmol) are added consecutively. The resulting solution was heated to 130° C. and stirred over 60 minutes at 130° C. under nitrogen. Then the resulting mixture is cooled to 20° C. and there was obtained a mixture comprising (% by weight of the final mixture, obtained by GC analysis): Reported procedure: Boron tribromide solution (1M in DCM, 7.21 mL) was added dropwise to suspension of 4-methoxy-2,5-dimethylbenzoic acid (1 g) in DCM (5 mL) at −78° C. The reaction was allowed to warm to RT and stirred overnight. The reaction was cooled to −78° C. and boron tribromide solution (1M in DCM, 7.21 mL) was added. The reaction was allowed to warm to RT and stirred overnight. The reaction was cautiously poured onto ice (˜50 mL). The resulting aqueous solution was extracted with DCM (5×50 mL). The organic... Yields the product OC1=CC(=C(C(=O)O)C=C1C)C (4-Hydroxy-2,5-dimethylbenzoic acid). Conditions: time 8 hour. As a reaction SMILES: B(Br)(Br)Br.C[O:6][C:7]1[C:15]([CH3:16])=[CH:14][C:10]([C:11]([OH:13])=[O:12])=[C:9]([CH3:17])[CH:8]=1>C(Cl)Cl>[OH:6][C:7]1[C:15]([CH3:16])=[CH:14][C:10]([C:11]([OH:13])=[O:12])=[C:9]([CH3:17])[CH:8]=1. The reactants are B(Br)(Br)Br (Boron tribromide), COC1=CC(=C(C(=O)O)C=C1C)C (4-methoxy-2,5-dimethylbenzoic acid), B(Br)(Br)Br (boron tribromide). Solvent: C(Cl)Cl (DCM). Reactants: [H][H] (hydrogen), C(C)(=O)[O-].[Na+] (sodium acetate), C(C1=CC=CC=C1)C1=CC=NC=C1 (4-benzylpyridine), BrBr (bromine), OC1=CC=C(C=C1)C(CC)=O (4'-hydroxypropiophenone). The reagents and catalysts are [C].[Pd] (palladium-carbon). Solvent: CO (methanol), CO (methanol), O1CCOCC1 (dioxane). Yields the product CC(C(C=1C=CC(=CC1)O)O)N2CCC(CC2)CC=3C=CC=CC3 (ifenprodil). The yield is 72.3%. Reaction SMILES: [OH:1][C:2]1[CH:7]=[CH:6][C:5]([C:8](=[O:11])[CH2:9][CH3:10])=[CH:4][CH:3]=1.BrBr.C([O-])(=O)C.[Na+].[CH2:19]([C:26]1[CH:31]=[CH:30][N:29]=[CH:28][CH:27]=1)[C:20]1[CH:25]=[CH:24][CH:23]=[CH:22][CH:21]=1.[H][H]>[C].[Pd].CO.O1CCOCC1>[CH3:10][CH:9]([N:29]1[CH2:30][CH2:31][CH:26]([CH2:19][C:20]2[CH:21]=[CH:22][CH:23]=[CH:24][CH:25]=2)[CH2:27][CH2:28]1)[CH:8]([OH:11])[C:5]1[CH:6]=[CH:7][C:2]([OH:1])=[CH:3][CH:4]=1 |f:2.3,6.7|. Procedure: To 5 ml of dioxane were added 3.0 g of 4'-hydroxypropiophenone. 3.6 Grams of bromine were added dropwise to the mixture with stirring at room temperature, and the reaction liquid was stirred for an additional 10 minutes. To the reaction liquid were then added 1.7 g of anhydrous sodium acetate, 3.7 g of 4-benzylpyridine and 40 ml of methanol, and the mixture was refluxed under heating for 5 hours. After replacing the air in the reaction container with nitrogen gas, 60 ml of methanol and 3.0 g of ... Starting materials: C(C=1C(O)=CC=CC1)(=O)OC1=CC=CC=C1 (phenyl salicylate), NC1=CC=C(C=C1)OC (4-aminoanisole). Yields the product COC1=CC=C(NC(C=2C(O)=CC=CC2)=O)C=C1 (4′-methoxy-salicylanilide). Reaction SMILES: [C:1]([O:10]C1C=CC=CC=1)(=O)[C:2]1[C:3](=[CH:5][CH:6]=[CH:7][CH:8]=1)[OH:4].[NH2:17][C:18]1[CH:23]=[CH:22][C:21]([O:24][CH3:25])=[CH:20][CH:19]=1>>[CH3:25][O:24][C:21]1[CH:22]=[CH:23][C:18]([NH:17][C:1](=[O:10])[C:2]2[C:3](=[CH:5][CH:6]=[CH:7][CH:8]=2)[OH:4])=[CH:19][CH:20]=1. Procedure details: The 4′-methoxy-salicylanilide was prepared by condensing phenyl salicylate with 4-aminoanisole then purified as described in Example 2a. The mixture of ligands was then prepared from 4′-methoxy-salicylanilide and 1,1′-bi-2-naphthol using the procedure described in Example 5a. 31P NMR (121.77 MHz): several peaks between 116-118 ppm. Reactants: C(C)C=1C(=C(SC1C)NC(=O)OC(C)(C)C)NC(=O)OC(C)(C)C (di-t-butyl 4-ethyl-5-methylthiophene-2,3-dicarbamate). The yield is 24.9%. The solvent is C(C)(=O)O (acetic acid), C(C(=O)OCC)(=O)OCC (diethyl oxalate). Procedure details: 4.5 g of crude di-t-butyl 4-ethyl-5-methylthiophene-2,3-dicarbamate was dissolved in a mixture of 30 ml of acetic acid and 30 ml of diethyl oxalate, and refluxed for six hours. Upon cooling to room temperature, the crystalline precipitate was isolated (900 mg). Recrystallisation from hot acetic acid combined with charcoal (Norit SU 18) yielded 660 mg of the title compound, m.p.>300° C. MS: 210. 1H-NMR (DMSO-d6, δ): 1.0 (t, 3H), 2.2 (s, 3H), 2.6 (q, 2H), 11.9 (br.s, 1H), 12.1 (br.s, 1H). Yields the product C(C)C1=C(SC=2NC(C(NC21)=O)=O)C (7-Ethyl-6-methylthieno[2,3-b)pyrazine-2,3(1H,4H)dione). Reaction SMILES: [CH2:1]([C:3]1[C:4]([NH:17][C:18]([O:20]C(C)(C)C)=O)=[C:5]([NH:9][C:10](OC(C)(C)C)=[O:11])[S:6][C:7]=1[CH3:8])[CH3:2]>C(O)(=O)C.C(OCC)(=O)C(OCC)=O>[CH2:1]([C:3]1[C:4]2[NH:17][C:18](=[O:20])[C:10](=[O:11])[NH:9][C:5]=2[S:6][C:7]=1[CH3:8])[CH3:2].